This data is from the Open Reaction Database (ORD), a public repository of structured organic reaction records. The task is: describe an organic reaction: reactants, conditions, products, and yield As a reaction SMILES: [C:1]1([CH:7](Br)[C:8]2[CH:13]=[CH:12][CH:11]=[CH:10][CH:9]=2)[CH:6]=[CH:5][CH:4]=[CH:3][CH:2]=1.[OH:15][CH:16]1[CH2:21][CH2:20][N:19]([CH2:22][CH2:23][CH2:24][CH2:25][CH2:26][O:27][C:28]2[CH:33]=[CH:32][CH:31]=[CH:30][C:29]=2[N+:34]([O-:36])=[O:35])[CH2:18][CH2:17]1.OC1CCN(CCCOC2C=CC=CC=2[N+]([O-])=O)CC1>>[C:1]1([CH:7]([C:8]2[CH:13]=[CH:12][CH:11]=[CH:10][CH:9]=2)[O:15][CH:16]2[CH2:17][CH2:18][N:19]([CH2:22][CH2:23][CH2:24][CH2:25][CH2:26][O:27][C:28]3[CH:33]=[CH:32][CH:31]=[CH:30][C:29]=3[N+:34]([O-:36])=[O:35])[CH2:20][CH2:21]2)[CH:6]=[CH:5][CH:4]=[CH:3][CH:2]=1. Yields the product C1(=CC=CC=C1)C(OC1CCN(CC1)CCCCCOC1=C(C=CC=C1)[N+](=O)[O-])C1=CC=CC=C1 (4-diphenylmethoxy-1-[5-(2-nitrophenoxy)pentyl]piperidine). Procedure details: The procedure of Example 1 (a) was repeated except for using diphenylmethyl bromide and 4-hydroxy-1-[5-(2-nitrophenoxy)pentyl]piperidine instead of diphenylmethyl bromide and 4-hydroxy-1-[3-(2-nitrophenoxy)propyl]piperidine to give oily 4-diphenylmethoxy-1-[5-(2-nitrophenoxy)pentyl]piperidine. Reactants: ( a ), OC1CCN(CC1)CCCOC1=C(C=CC=C1)[N+](=O)[O-] (4-hydroxy-1-[3-(2-nitrophenoxy)propyl]piperidine), C1(=CC=CC=C1)C(C1=CC=CC=C1)Br (diphenylmethyl bromide), OC1CCN(CC1)CCCCCOC1=C(C=CC=C1)[N+](=O)[O-] (4-hydroxy-1-[5-(2-nitrophenoxy)pentyl]piperidine). The reactants are C(#N)C1=CC=C(CNC([C@H]2NCCC2)=O)C=C1 (N-(p-cyanobenzyl)prolin-amide), ON1N=NC2=C1C=CC=C2 (N-hydroxybenzotriazole), CCN(C(C)C)C(C)C (DIPEA), C1(CCCCC1)N=C=NC1CCCCC1 (dicyclohexylcarbodiimide), O1C(CCCC1)C1=C(C=CC=C1)C[C@H](C(=O)O)O (o-tetrahydropyranyl-3-phenyl-D-lactic acid). The solvent is CN(C)C=O (DMF). Reaction conditions: time 48 hour. Product: C(#N)C1=CC=C(CNC([C@H]2N(CCC2)C([C@H](O)CC2=CC=CC=C2)=O)=O)C=C1 (3-Phenyl-D-lactyl-proline (p-cyanobenzyl)amide). As a reaction SMILES: O1CCCCC1[C:7]1[CH:12]=[CH:11][CH:10]=[CH:9][C:8]=1[CH2:13][C@@H:14]([OH:18])[C:15]([OH:17])=O.[C:19]([C:21]1[CH:35]=[CH:34][C:24]([CH2:25][NH:26][C:27](=[O:33])[C@@H:28]2[CH2:32][CH2:31][CH2:30][NH:29]2)=[CH:23][CH:22]=1)#[N:20].ON1C2C=CC=CC=2N=N1.CCN(C(C)C)C(C)C.C1(N=C=NC2CCCCC2)CCCCC1>CN(C=O)C>[C:19]([C:21]1[CH:22]=[CH:23][C:24]([CH2:25][NH:26][C:27](=[O:33])[C@@H:28]2[CH2:32][CH2:31][CH2:30][N:29]2[C:15](=[O:17])[C@@H:14]([CH2:13][C:8]2[CH:7]=[CH:12][CH:11]=[CH:10][CH:9]=2)[OH:18])=[CH:34][CH:35]=1)#[N:20]. Procedure details: 5.5 g (20.4 mmol) of o-tetrahydropyranyl-3-phenyl-D-lactic acid (WO 93/18060) were dissolved in 30 ml of DMF and, successively, 5.4 g (20.4 mmol), N-(p-cyanobenzyl)prolin-amide, 3.3 g (20.4 nmol) of N-hydroxybenzotriazole, 3.0 g DIPEA and 4.33 g (20.6 mmol) of dicyclohexylcarbodiimide were added. The mixture was left to stir at room temperature for 48 h. The precipitated urea was filtered off with suction and then the solvent was substantially removed under reduced pressure, and the residue was ... Reactants: CC(C)(C)OC(=O)N1CCN(c2ccc(N)cc2)CC1, CCOC(C)=O, CCN(C(C)C)C(C)C, ClCCl, O=C(O)c1ccc(O)cc1. Yields the product CC(C)(C)OC(=O)N1CCN(c2ccc(NC(=O)c3ccc(O)cc3)cc2)CC1. As a reaction SMILES: [CH3:1][C:2]([CH3:3])([O:4][C:5](=[O:6])[N:7]1[CH2:8][CH2:9][N:10]([c:13]2[cH:14][cH:15][c:16]([NH2:17])[cH:18][cH:19]2)[CH2:11][CH2:12]1)[CH3:20].[CH3:43][CH2:44][O:45][C:46]([CH3:47])=[O:48].[CH:34]([N:35]([CH:36]([CH3:37])[CH3:38])[CH2:39][CH3:40])([CH3:41])[CH3:42].[Cl:31][CH2:32][Cl:33].[OH:21][C:22](=[O:23])[c:24]1[cH:25][cH:26][c:27]([OH:28])[cH:29][cH:30]1>>[CH3:1][C:2]([CH3:3])([O:4][C:5](=[O:6])[N:7]1[CH2:8][CH2:9][N:10]([c:13]2[cH:14][cH:15][c:16]([NH:17][C:22](=[O:21])[c:24]3[cH:25][cH:26][c:27]([OH:28])[cH:29][cH:30]3)[cH:18][cH:19]2)[CH2:11][CH2:12]1)[CH3:20]. Reactants: OC(CN1C=CC(C2=CC=CC=C12)=O)(CC(C)(C)C1=C(C=CC(=C1)C1=CSC=C1)OC)C(F)(F)F (1-[2-hydroxy-4-(2-methoxy-5-thiophen-3-ylphenyl)-4-methyl-2-trifluoromethylpentyl]-1H-quinolin-4-one), B(Br)(Br)Br (BBr3). Solvent: C(Cl)Cl (methylene chloride). Run at time 3 hour. Product: OC(CN1C=CC(C2=CC=CC=C12)=O)(CC(C)(C)C1=C(C=CC(=C1)C1=CSC=C1)O)C(F)(F)F (1-[2-hydroxy-4-(2-hydroxy-5-thiophen3-ylphenyl)-4-methyl-2-trifluoromethylpentyl]-1H-quinolin-4-one). The yield is 68.4%. RXN SMILES: [OH:1][C:2]([C:32]([F:35])([F:34])[F:33])([CH2:15][C:16]([C:19]1[CH:24]=[C:23]([C:25]2[CH:29]=[CH:28][S:27][CH:26]=2)[CH:22]=[CH:21][C:20]=1[O:30]C)([CH3:18])[CH3:17])[CH2:3][N:4]1[C:13]2[C:8](=[CH:9][CH:10]=[CH:11][CH:12]=2)[C:7](=[O:14])[CH:6]=[CH:5]1.B(Br)(Br)Br>C(Cl)Cl>[OH:1][C:2]([C:32]([F:35])([F:34])[F:33])([CH2:15][C:16]([C:19]1[CH:24]=[C:23]([C:25]2[CH:29]=[CH:28][S:27][CH:26]=2)[CH:22]=[CH:21][C:20]=1[OH:30])([CH3:18])[CH3:17])[CH2:3][N:4]1[C:13]2[C:8](=[CH:9][CH:10]=[CH:11][CH:12]=2)[C:7](=[O:14])[CH:6]=[CH:5]1. Reported procedure: To a solution of 1-[2-hydroxy-4-(2-methoxy-5-thiophen-3-ylphenyl)-4-methyl-2-trifluoromethylpentyl]-1H-quinolin-4-one (32 mg, 0.06 mmol) in methylene chloride (1 mL) at 0° C. under an argon atmosphere was added BBr3 (0.06 mL, 0.6 mmol). The mixture was warmed to room temperature, stirred 3 hours, cooled to 0° C., stirred 2 days, and quenched with methanol (5 mL). The volatiles were removed in vacuo and the residue diluted with ethyl acetate (10 mL), washed with saturated aqueous sodium bicarbona...